Dataset: the Open Reaction Database (ORD), a public repository of structured organic reaction records. Task: describe an organic reaction: reactants, conditions, products, and yield Solvent: N1=CC=CC=C1 (pyridine), O (water), C(C)(=O)OCC (ethyl acetate), CC(=O)C (acetone). Starting materials: C(C1=CC=CC=C1)OC=1C=C2C=CC(=CC2=CC1)C(COCCN(C)C)O (1-(6-benzyloxy-2-naphthyl)-2-[2-(N,N-dimethylamino)ethoxy]ethanol), Cl.C(C)O (hydrogen chloride ethanol), C(C)(=O)OC(C)=O (acetic anhydride), C([O-])([O-])=O.[K+].[K+] (potassium carbonate). As a reaction SMILES: [CH2:1]([O:8][C:9]1[CH:10]=[C:11]2[C:16](=[CH:17][CH:18]=1)[CH:15]=[C:14]([CH:19]([OH:27])[CH2:20][O:21][CH2:22][CH2:23][N:24]([CH3:26])[CH3:25])[CH:13]=[CH:12]2)[C:2]1[CH:7]=[CH:6][CH:5]=[CH:4][CH:3]=1.[C:28](OC(=O)C)(=[O:30])[CH3:29].C(=O)([O-])[O-].[K+].[K+].[ClH:41].C(O)C>N1C=CC=CC=1.CC(C)=O.O.C(OCC)(=O)C>[ClH:41].[C:28]([O:27][CH:19]([C:14]1[CH:13]=[CH:12][C:11]2[C:16](=[CH:17][CH:18]=[C:9]([O:8][CH2:1][C:2]3[CH:3]=[CH:4][CH:5]=[CH:6][CH:7]=3)[CH:10]=2)[CH:15]=1)[CH2:20][O:21][CH2:22][CH2:23][N:24]([CH3:25])[CH3:26])(=[O:30])[CH3:29] |f:2.3.4,5.6,11.12|. Reaction conditions: time 24 hour. Yields the product Cl.C(C)(=O)OC(COCCN(C)C)C1=CC2=CC=C(C=C2C=C1)OCC1=CC=CC=C1 (1-acetoxy-1-(6-benzyloxy-2-naphthyl)-2-[2-(N,N-dimethylamino)ethoxy]ethane hydrochloride). Procedure details: In 12 ml of pyridine was suspended 3.0 g of 1-(6-benzyloxy-2-naphthyl)-2-[2-(N,N-dimethylamino)ethoxy]ethanol. To the suspension was added 1.6 ml of acetic anhydride. The resulting mixture was stirred at room temperature for 24 hours. After the completion of the reaction, the solvent was removed by distillation under reduced pressure. To the residue thus obtained were added 60 ml of ethyl acetate and 60 ml of water. The mixture was adjusted to pH 10.5 with potassium carbonate. The organic layer ... Starting materials: C(C)OC(=O)C1=C(OC(=C1)C1=NC(=NC=C1)N)C1=CC=CC=C1 (5-(2-Amino-pyrimidin-4-yl)-2-phenyl-furan-3-carboxylic acid ethyl ester), [OH-].[Na+] (NaOH), Cl (HCl). Run in O.CCO (H2O EtOH). Conditions: temperature 100 celsius, time 1 hour. Yields the product NC1=NC=CC(=N1)C1=CC(=C(O1)C1=CC=CC=C1)C(=O)O (5-(2-amino-pyrimidin-4-yl)-2-phenyl-furan-3-carboxylic acid). As a reaction SMILES: C([O:3][C:4]([C:6]1[CH:10]=[C:9]([C:11]2[CH:16]=[CH:15][N:14]=[C:13]([NH2:17])[N:12]=2)[O:8][C:7]=1[C:18]1[CH:23]=[CH:22][CH:21]=[CH:20][CH:19]=1)=[O:5])C.[OH-].[Na+].Cl>O.CCO>[NH2:17][C:13]1[N:12]=[C:11]([C:9]2[O:8][C:7]([C:18]3[CH:23]=[CH:22][CH:21]=[CH:20][CH:19]=3)=[C:6]([C:4]([OH:5])=[O:3])[CH:10]=2)[CH:16]=[CH:15][N:14]=1 |f:1.2,4.5|. Procedure details: To a solution of ester 59 (221 mg, 0.71 mmol) in 1:1 H2O/EtOH (9 mL), 4M aq NaOH (10 eq) was added and the reaction mixture was stirred at 100° C. for 1 h. After cooling to rt, the solution was acidified with 2M HCl yielding 5-(2-amino-pyrimidin-4-yl)-2-phenyl-furan-3-carboxylic acid as a white solid which was filtered, washed with water and dried under reduced pressure (quant.). Reactants: ON1N=NC2=C1C=CC=C2 (1-hydroxybenzotriazole), Cl.C(C)N=C=NCCCN(C)C (1-ethyl-3-(3-dimethylaminopropyl)carbodiimide hydrochloride), COC1=CC2=C(C[C@H](SCC2=O)C(=O)O)C=C1OC ((S)-(+)-1,2,4,5-tetrahydro-7,8-dimethoxy-5-oxo-3-benzothiepin-2-carboxylic acid), NC1=CC=C(CP(OCC)(OCC)=O)C=C1 (diethyl 4-aminobenzylphosphonate). Run in ClCCl (dichloromethane), CN(C=O)C (N,N-dimethylformamide), O (water). Run at temperature 0 celsius, time 15 hour. Product: C(C)OP(=O)(OCC)CC1=CC=C(C=C1)NC(=O)[C@H]1SCC(C2=C(C1)C=C(C(=C2)OC)OC)=O ((2S)-(+)-N-[4-(diethoxyphosphorylmethyl)phenyl]-1,2,4,5-tetrahydro-7,8-dimethoxy-5-oxo-3-benzothiepin-2-carboxamide). Yield: 40.2%. RXN SMILES: Cl.C(N=C=NCCCN(C)C)C.[CH3:13][O:14][C:15]1[C:29]([O:30][CH3:31])=[CH:28][C:18]2[CH2:19][C@@H:20]([C:25]([OH:27])=O)[S:21][CH2:22][C:23](=[O:24])[C:17]=2[CH:16]=1.[NH2:32][C:33]1[CH:47]=[CH:46][C:36]([CH2:37][P:38](=[O:45])([O:42][CH2:43][CH3:44])[O:39][CH2:40][CH3:41])=[CH:35][CH:34]=1.ON1C2C=CC=CC=2N=N1>ClCCl.CN(C)C=O.O>[CH2:43]([O:42][P:38]([CH2:37][C:36]1[CH:35]=[CH:34][C:33]([NH:32][C:25]([C@@H:20]2[CH2:19][C:18]3[CH:28]=[C:29]([O:30][CH3:31])[C:15]([O:14][CH3:13])=[CH:16][C:17]=3[C:23](=[O:24])[CH2:22][S:21]2)=[O:27])=[CH:47][CH:46]=1)([O:39][CH2:40][CH3:41])=[O:45])[CH3:44] |f:0.1|. Procedure: A solution of 1-ethyl-3-(3-dimethylaminopropyl)carbodiimide hydrochloride (0.228 g) in dichloromethane (5 ml) was added to a solution of (S)-(+)-1,2,4,5-tetrahydro-7,8-dimethoxy-5-oxo-3-benzothiepin-2-carboxylic acid (0.28 g) and diethyl 4-aminobenzylphosphonate (0.241 g) in N,N-dimethylformamide (DMF) (5 ml) at 0° C., followed by the addition of 1-hydroxybenzotriazole (HOBt) (0.167 g). This mixture was stirred at 0° C. for 1 hour and at room temperature for 15 hours, after which it was poured i... Reactants: ClC=1C(=NC=C(N1)Cl)C=O (3,5-dichloropyrazine-2-carbaldehyde), C(C1=CC=CC=C1)NC[C@H](C)O ((2S)-1-(benzylamino)propan-2-ol), C(C)(=O)O[BH-](OC(C)=O)OC(C)=O.[Na+] (sodium triacetoxyborohydride), C(O)([O-])=O.[Na+] (sodium hydrogen carbonate). Run in C1CCOC1 (THF), C(C)(=O)O (acetic acid), C(C)(=O)OCC (ethyl acetate). Conditions: time 8 hour. The product is C(C1=CC=CC=C1)N(C[C@H](C)O)CC1=NC=C(N=C1Cl)Cl ((2S)-1-{benzyl[(3,5-dichloropyrazin-2-yl)methyl]amino}propan-2-ol). The yield is 62.9%. Reaction SMILES: [Cl:1][C:2]1[C:3]([CH:9]=O)=[N:4][CH:5]=[C:6]([Cl:8])[N:7]=1.[CH2:11]([NH:18][CH2:19][C@@H:20]([OH:22])[CH3:21])[C:12]1[CH:17]=[CH:16][CH:15]=[CH:14][CH:13]=1.C(O[BH-](OC(=O)C)OC(=O)C)(=O)C.[Na+].C(=O)([O-])O.[Na+]>C1COCC1.C(OCC)(=O)C.C(O)(=O)C>[CH2:11]([N:18]([CH2:9][C:3]1[C:2]([Cl:1])=[N:7][C:6]([Cl:8])=[CH:5][N:4]=1)[CH2:19][C@@H:20]([OH:22])[CH3:21])[C:12]1[CH:17]=[CH:16][CH:15]=[CH:14][CH:13]=1 |f:2.3,4.5|. Reported procedure: To a solution of 3,5-dichloropyrazine-2-carbaldehyde (3.0 g), (2S)-1-(benzylamino)propan-2-ol (3.36 g) and acetic acid (4.9 mL) in THF (50 mL) was added sodium triacetoxyborohydride (7.18 g), and the mixture was stirred at room temperature overnight. The reaction solution was diluted with ethyl acetate, and basified with saturated aqueous sodium hydrogen carbonate. The organic layer was separated, washed with water and saturated brine, dried over anhydrous magnesium sulfate, and concentrated und... Reactants: aqueous solution, [OH-].[Na+] (sodium hydroxide), (1S,2S,3R,5S)-(E)-7-(4-Methoxycarbonylbutylidene)-2-[4,4-difluoro-3(RS)-hydroxy-(E )-1-octenyl], COC(=O)CCC\C=C\1/C[C@H]2C[C@H]([C@H]([C@H]2C1)\C=C\C(C(CCCC)(F)F)O)OC1OCCCC1 ((1S,2S,3R,5S)-(E)-7-(4-methoxycarbonylbutylidene)-2-[4,4-difluoro-3(RS)-hydroxy-(E) -1-octenyl]-3-tetrahydropyranyloxybicyclo[3.3.0]octane). Run in CO (methanol). The product is crude product, C(=O)(O)CCC\C=C\1/C[C@H]2C[C@H]([C@H]([C@H]2C1)\C=C\C(C(CCCC)(F)F)O)OC1OCCCC1 ((1S,2S,3R,5S)-(E)-7-(4-carboxybutylidene)-2-[4,4-difluoro-3(RS)-hydroxy-(E)-1-octenyl]-3-tetrahydropyranyloxybicyclo[3.3.0]octane). RXN SMILES: C[O:2][C:3]([CH2:5][CH2:6][CH2:7]/[CH:8]=[C:9]1\[CH2:10][C@@H:11]2[C@H:15]([CH2:16]\1)[C@H:14](/[CH:17]=[CH:18]/[CH:19]([OH:27])[C:20]([F:26])([F:25])[CH2:21][CH2:22][CH2:23][CH3:24])[C@H:13]([O:28][CH:29]1[CH2:34][CH2:33][CH2:32][CH2:31][O:30]1)[CH2:12]2)=[O:4].[OH-].[Na+]>CO>[C:3]([CH2:5][CH2:6][CH2:7]/[CH:8]=[C:9]1\[CH2:10][C@@H:11]2[C@H:15]([CH2:16]\1)[C@H:14](/[CH:17]=[CH:18]/[CH:19]([OH:27])[C:20]([F:25])([F:26])[CH2:21][CH2:22][CH2:23][CH3:24])[C@H:13]([O:28][CH:29]1[CH2:34][CH2:33][CH2:32][CH2:31][O:30]1)[CH2:12]2)([OH:4])=[O:2] |f:1.2|. Procedure: (1S,2S,3R,5S)-(E)-7-(4-Methoxycarbonylbutylidene)-2-[4,4-difluoro-3(RS)-hydroxy-(E )-1-octenyl]-3-tetrayhydropyranyloxybicyclo[3.3.0]octane (18) (0.175 g) was dissolved into methanol. To the solution, 1N aqueous solution of sodium hydroxide was added, and the mixture was stirred until it became completely clear. After a usual work-up a crude product, (1S,2S,3R,5S)-(E)-7-(4-carboxybutylidene)-2-[4,4-difluoro-3(R S)-hydroxy-(E)-1-octenyl]-3-tetrahydropyranyloxybicyclo[3.3.0]octane (19), was obtain...